Dataset: the Open Reaction Database (ORD), a public repository of structured organic reaction records. Task: describe an organic reaction: reactants, conditions, products, and yield Starting materials: C(C)(=O)N1CC2=CC=CC=C2C1 (N-acetylisoindoline), ClS(=O)(=O)O (chlorosulphonic acid), C(C)(=O)N1CCC2=CC(=CC=C12)S(=O)(=O)Cl (N-acetylindoline-5-sulphonyl chloride), C(C)(=O)N1CCC2=CC=C(C=C12)S(=O)(=O)Cl (N-acetylindoline-6-sulphonyl chloride). Yields the product C(C)(=O)N1CCC2=CC(=CC=C12)S(=O)(=O)Cl (N-Acetylindoline-5-sulphonyl chloride), C(C)(=O)N1CC2=CC=C(C=C2C1)S(=O)(=O)Cl (N-Acetylisoindoline-5-sulphonyl chloride). Reaction SMILES: [C:1]([N:4]1[C:12]2[C:7](=[CH:8][CH:9]=[C:10]([S:13]([Cl:16])(=[O:15])=[O:14])[CH:11]=2)[CH2:6][CH2:5]1)(=[O:3])[CH3:2].C(N1CC2C(=CC=CC=2)C1)(=O)C.ClS(O)(=O)=O.[C:34]([N:37]1[C:45]2[C:40](=[CH:41][C:42]([S:46]([Cl:49])(=[O:48])=[O:47])=[CH:43][CH:44]=2)[CH2:39][CH2:38]1)(=[O:36])[CH3:35]>>[C:34]([N:37]1[C:45]2[C:40](=[CH:41][C:42]([S:46]([Cl:49])(=[O:47])=[O:48])=[CH:43][CH:44]=2)[CH2:39][CH2:38]1)(=[O:36])[CH3:35].[C:1]([N:4]1[CH2:5][C:6]2[C:7](=[CH:8][CH:9]=[C:10]([S:13]([Cl:16])(=[O:14])=[O:15])[CH:11]=2)[CH2:12]1)(=[O:3])[CH3:2]. Procedure: N-Acetylindoline-5-sulphonyl chloride was prepared by a literature method (A. L. Borrer, E. Chinoporos, M. Filosa, S. R. Herrchen, C. R. Petersen, C. A. Stern, J. Org. Chem. 53, 2047 (1988)) as was N-acetylindoline-6-sulphonyl chloride (P. R. Carlier, M. P. Lockshin, M. P. Filosa, J. Org. Chem. 59, 3232 (1994)). N-Acetylisoindoline-5-sulphonyl chloride was prepared from N-acetylisoindoline and chlorosulphonic acid in analogy to N-acetylindoline-5-sulphonyl chloride. Starting materials: O (Water), I(=O)(=O)C1=C(C(=O)O)C=CC=C1 (2-Iodoxybenzoic acid), NC(=O)NC=1NC2=CC(=CC=C2C1C(=O)N)CO (2-aminocarbonylamino-6-hydroxymethylindole-3-carboxamide), NC(=O)NC=1NC2=CC(=CC=C2C1C(=O)N)CO (2-aminocarbonylamino-6-hydroxymethylindole-3-carboxamide). Solvent: CS(=O)C (dimethyl sulfoxide). Conditions: time 30 minute. Yields the product NC(=O)NC=1NC2=CC(=CC=C2C1C(=O)N)C=O (2-Aminocarbonylamino-6-formylindole-3-carboxamide). Yield: 77.0%. Reaction SMILES: I(C1C=CC=CC=1C(O)=O)(=O)=O.[NH2:13][C:14]([NH:16][C:17]1[NH:18][C:19]2[C:24]([C:25]=1[C:26]([NH2:28])=[O:27])=[CH:23][CH:22]=[C:21]([CH2:29][OH:30])[CH:20]=2)=[O:15].O>CS(C)=O>[NH2:13][C:14]([NH:16][C:17]1[NH:18][C:19]2[C:24]([C:25]=1[C:26]([NH2:28])=[O:27])=[CH:23][CH:22]=[C:21]([CH:29]=[O:30])[CH:20]=2)=[O:15]. Reported procedure: 2-Iodoxybenzoic acid (1.8 g, 6.4 mmol) was added to a solution of 2-aminocarbonylamino-6-hydroxymethylindole-3-carboxamide (Compound 16-1, 1.4 g, 5.8 mmol) in dimethyl sulfoxide (100 mL), and the mixture was stirred at room temperature for 30 minutes. Water (100 mL) was added to the reaction mixture under ice-cooling, and the precipitated solid was separated by filtration. The resultant solid was washed with 0.25 N sodium hydroxide aqueous solution-(5 mL) and water (5 mL) and dried under reduced... Reactants: ClC1=CC=2N(C(=N1)C=1C=NN(C1)COCC[Si](C)(C)C)C=CN2 (7-chloro-5-(1-((2-(trimethylsilyl)ethoxy)methyl)-1H-pyrazol-4-yl)imidazo[1,2-c]pyrimidine), C(C)(C)N1N=CC(=C1)B1OC(C(O1)(C)C)(C)C (1-isopropyl-4-(4,4,5,5-tetramethyl-1,3,2-dioxaborolan-2-yl)-1H-pyrazole), P(=O)([O-])([O-])[O-].[K+].[K+].[K+] (potassium phosphate), C1(CCCCC1)P(C1=C(C=CC=C1)C1=C(C=C(C=C1C(C)C)C(C)C)C(C)C)C1CCCCC1 (dicyclohexyl(2′,4′,6′-triisopropylbiphenyl-2-yl)phosphine). Reagents/catalysts: C=1C=CC(=CC1)/C=C/C(=O)/C=C/C2=CC=CC=C2.C=1C=CC(=CC1)/C=C/C(=O)/C=C/C2=CC=CC=C2.C=1C=CC(=CC1)/C=C/C(=O)/C=C/C2=CC=CC=C2.[Pd].[Pd] (tris(dibenzylideneacetone)dipalladium). The solvent is O1CCOCC1 (Dioxane). Reaction conditions: temperature 65 celsius. Yields the product C(C)(C)N1N=CC(=C1)C1=CC=2N(C(=N1)C=1C=NN(C1)COCC[Si](C)(C)C)C=CN2 (7-(1-isopropyl-1H-pyrazol-4-yl)-5-(1-((2-(trimethylsilyl)ethoxy)methyl)-1H-pyrazol-4-yl)imidazo[1,2-c]pyrimidine). Isolated yield 78.0%. RXN SMILES: Cl[C:2]1[N:7]=[C:6]([C:8]2[CH:9]=[N:10][N:11]([CH2:13][O:14][CH2:15][CH2:16][Si:17]([CH3:20])([CH3:19])[CH3:18])[CH:12]=2)[N:5]2[CH:21]=[CH:22][N:23]=[C:4]2[CH:3]=1.[CH:24]([N:27]1[CH:31]=[C:30](B2OC(C)(C)C(C)(C)O2)[CH:29]=[N:28]1)([CH3:26])[CH3:25].P([O-])([O-])([O-])=O.[K+].[K+].[K+].C1(P(C2CCCCC2)C2C=CC=CC=2C2C(C(C)C)=CC(C(C)C)=CC=2C(C)C)CCCCC1>C1C=CC(/C=C/C(/C=C/C2C=CC=CC=2)=O)=CC=1.C1C=CC(/C=C/C(/C=C/C2C=CC=CC=2)=O)=CC=1.C1C=CC(/C=C/C(/C=C/C2C=CC=CC=2)=O)=CC=1.[Pd].[Pd].O1CCOCC1>[CH:24]([N:27]1[CH:31]=[C:30]([C:2]2[N:7]=[C:6]([C:8]3[CH:9]=[N:10][N:11]([CH2:13][O:14][CH2:15][CH2:16][Si:17]([CH3:20])([CH3:19])[CH3:18])[CH:12]=3)[N:5]3[CH:21]=[CH:22][N:23]=[C:4]3[CH:3]=2)[CH:29]=[N:28]1)([CH3:26])[CH3:25] |f:2.3.4.5,7.8.9.10.11|. Reported procedure: To a flask charged with 7-chloro-5-(1-((2-(trimethylsilyl)ethoxy)methyl)-1H-pyrazol-4-yl)imidazo[1,2-c]pyrimidine (Preparation G; 0.200 g, 0.572 mmol), 1-isopropyl-4-(4,4,5,5-tetramethyl-1,3,2-dioxaborolan-2-yl)-1H-pyrazole (0.202 g, 0.857 mmol) (Table 2, compound a), and potassium phosphate (0.857 mL, 1.71 mmol) was added 5 mL of Dioxane and argon was bubbled through for 10 minutes before dicyclohexyl(2′,4′,6′-triisopropylbiphenyl-2-yl)phosphine (0.0545 g, 0.114 mmol) and tris(dibenzylideneacet... Starting materials: ClC1=CC=C(C(=O)Cl)C=C1 (p-chlorobenzoyl chloride), resultant mixture, [Na] (Monosodium), C(=O)N(O)CCCP(O)(O)=O (3-(N-formyl-N-hydroxyamino)propylphosphonic acid), Cl (hydrochloric acid). The solvent is C(C)(=O)OCC (ethyl acetate), CC(=O)C (acetone), [OH-].[Na+] (sodium hydroxide), O (water), CC(=O)C (acetone). Conditions: time 30 minute. The product is ClC1=CC=C(C(=O)ON(C=O)CCCP(O)(O)=O)C=C1 (3-[N-(p-chlorobenzoyloxy)-N-formylamino] propylphosphonic acid). Yield: 75.3%. Reaction SMILES: [Na].[CH:2]([N:4]([CH2:6][CH2:7][CH2:8][P:9](=[O:12])([OH:11])[OH:10])[OH:5])=[O:3].[Cl:13][C:14]1[CH:22]=[CH:21][C:17]([C:18](Cl)=[O:19])=[CH:16][CH:15]=1.Cl>[OH-].[Na+].O.CC(C)=O.C(OCC)(=O)C>[Cl:13][C:14]1[CH:22]=[CH:21][C:17]([C:18]([O:5][N:4]([CH2:6][CH2:7][CH2:8][P:9](=[O:11])([OH:10])[OH:12])[CH:2]=[O:3])=[O:19])=[CH:16][CH:15]=1 |f:4.5,^1:0|. Reported procedure: Monosodium salt of 3-(N-formyl-N-hydroxyamino)propylphosphonic acid (2.05 g.) was dissolved in a mixture of 1 N aqueous sodium hydroxide solution (20 ml.), water (10 ml.) and acetone (10 ml.). To the solution was added dropwise a solution of p-chlorobenzoyl chloride (2.10 g.) in dry acetone (5 ml.) at 0°-5° C. with stirring. After the stirring was continued at the same temperature for 30 minutes, ethyl acetate (40 ml.) was added to the reaction mixture and then the resultant mixture was adjusted...